Dataset: the Open Reaction Database (ORD), a public repository of structured organic reaction records. Task: describe an organic reaction: reactants, conditions, products, and yield Reactants: C(C1=CC=CC=C1)S(=O)(=O)CC(C(=O)OCC1=CC=CC=C1)CCC(=O)OCC1=CC=CC=C1 (dibenzyl 2-[(benzylsulfonyl)methyl]pentanedioate), ClC1=CC(=CC=C1)C(=O)OO (3-chloroperbenzoic acid). The solvent is ClCCl (dichloromethane). Run at time 2 hour. Product: C(C1=CC=CC=C1)S(=O)CC(C(=O)OCC1=CC=CC=C1)CCC(=O)OCC1=CC=CC=C1 (dibenzyl 2-[(benzylsulfinyl)methyl]pentanedioate). Isolated yield 88.2%. RXN SMILES: [CH2:1]([S:8]([CH2:11][CH:12]([CH2:23][CH2:24][C:25]([O:27][CH2:28][C:29]1[CH:34]=[CH:33][CH:32]=[CH:31][CH:30]=1)=[O:26])[C:13]([O:15][CH2:16][C:17]1[CH:22]=[CH:21][CH:20]=[CH:19][CH:18]=1)=[O:14])(=O)=[O:9])[C:2]1[CH:7]=[CH:6][CH:5]=[CH:4][CH:3]=1.ClC1C=CC=C(C(OO)=O)C=1>ClCCl>[CH2:1]([S:8]([CH2:11][CH:12]([CH2:23][CH2:24][C:25]([O:27][CH2:28][C:29]1[CH:30]=[CH:31][CH:32]=[CH:33][CH:34]=1)=[O:26])[C:13]([O:15][CH2:16][C:17]1[CH:18]=[CH:19][CH:20]=[CH:21][CH:22]=1)=[O:14])=[O:9])[C:2]1[CH:7]=[CH:6][CH:5]=[CH:4][CH:3]=1. Procedure details: To a cooled solution (−78° C.) of dibenzyl 2-[(benzylsulfonyl)methyl]pentanedioate (8.2 g, 18.3 mmol) in dichloromethane (100 mL), was added 3-chloroperbenzoic acid (85%, 8.2 g, 40.3 mmol) with stirring. The reaction mixture was allowed to warm to room temperature. White solids precipitated from the reaction mixture. After 2 hours at room temperature, the reaction mixture was filtered and the white solids washed with dichloromethane. The filtrate was washed twice with a saturated aqueous solutio... The reactants are IC1=NNC2=NC=NC(=C21)N (3-iodo-1H-pyrazolo[3,4-d]pyrimidin-4-amine), [H-].[Na+] (sodium hydride), oil, [N+](=O)([O-])C1=CC=[N+](C=C1)[O-] (4-nitropyridine-N-oxide). Run in CN(C=O)C (N,N-dimethylformamide). Reaction conditions: temperature 100 celsius, time 15 minute. Yields the product NC1=C2C(=NC=N1)N(N=C2I)C2=CC=[N+](C=C2)[O-] (4-(4-amino-3-iodo-1H-pyrazolo[3,4-d]pyrimidin-1-yl)-1-pyridiniumolate). Yield: 57.9%. Reaction SMILES: [I:1][C:2]1[C:10]2[C:5](=[N:6][CH:7]=[N:8][C:9]=2[NH2:11])[NH:4][N:3]=1.[H-].[Na+].[N+]([C:17]1[CH:22]=[CH:21][N+:20]([O-:23])=[CH:19][CH:18]=1)([O-])=O>CN(C)C=O>[NH2:11][C:9]1[N:8]=[CH:7][N:6]=[C:5]2[N:4]([C:17]3[CH:22]=[CH:21][N+:20]([O-:23])=[CH:19][CH:18]=3)[N:3]=[C:2]([I:1])[C:10]=12 |f:1.2|. Reported procedure: A solution of 3-iodo-1H-pyrazolo[3,4-d]pyrimidin-4-amine (5.00 g, 0.019 mol) in N,N-dimethylformamide (50 mL) was reacted with 60% sodium hydride in oil (0.92 g, 0.023 mol) at ambient temperature. The mixture was stirred for 15 minutes, and 4-nitropyridine-N-oxide (5.37 g, 0.038 mol) was added. The mixture was heated at 100° C. for 18 hours. The precipitate which formed was filtered, washing with N,N-dimethylformamide and ethyl acetate to give 4-(4-amino-3-iodo-1H-pyrazolo[3,4-d]pyrimidin-1-yl)-... The reactants are O=C1CCc2ccc(Br)cc21, CCOC(=O)CBr, O=C([O-])[O-], [Li]CCCC, CC(C)NC(C)C, Cl, [K+], [K+], C1CCOC1, O. The product is CCOC(=O)CC1Cc2ccc(Br)cc2C1=O. As a reaction SMILES: [Br:13][c:14]1[cH:15][cH:16][c:17]2[c:21]([cH:22]1)[C:20](=[O:23])[CH2:19][CH2:18]2.[Br:24][CH2:25][C:26](=[O:27])[O:28][CH2:29][CH3:30].[C:32](=[O:33])([O-:34])[O-:35].[CH2:1]([Li:2])[CH2:3][CH2:4][CH3:5].[CH:6]([NH:7][CH:8]([CH3:9])[CH3:10])([CH3:11])[CH3:12].[ClH:31].[K+:36].[K+:37].[O:38]1[CH2:39][CH2:40][CH2:41][CH2:42]1.[OH2:43]>>[Br:13][c:14]1[cH:15][cH:16][c:17]2[c:21]([cH:22]1)[C:20](=[O:23])[CH:19]([CH2:25][C:26](=[O:27])[O:28][CH2:29][CH3:30])[CH2:18]2. Reactants: C1(=CC=CC=C1)P(=O)(C1=CC=CC=C1)N=[N+]=[N-] (Diphenylphosphoryl azide), ClC=1C(=NC(=NC1)NC1=C(C=C(C(=O)NC)C=C1)OC)NC (4-(5-chloro-4-(methylamino)pyrimidin-2-ylamino)-3-methoxy-N-methylbenzamide), N1=C(C=CC=C1)P(C1=CC=CC=C1)C1=CC=CC=C1 (2-pyridyl diphenylphosphine), N(=NC(=O)OC(C)C)C(=O)OC(C)C (diisopropyl azodicarboxylate). Run in C(C)(=O)OCC (ethyl acetate). Run at temperature 45 celsius. Yields the product ClC=1C(=NC(=NC1)NC1=C(C=C(C=C1)C1=NN=NN1C)OC)NC (5-chloro-N2-(2-methoxy-4-(1-methyl-1H-tetrazol-5-yl)phenyl)-N4-methylpyrimidine-2,4-diamine). Isolated yield 37.1%. As a reaction SMILES: [Cl:1][C:2]1[C:3]([NH:21][CH3:22])=[N:4][C:5]([NH:8][C:9]2[CH:18]=[CH:17][C:12]([C:13]([NH:15][CH3:16])=O)=[CH:11][C:10]=2[O:19][CH3:20])=[N:6][CH:7]=1.N1C=CC=CC=1P(C1C=CC=CC=1)C1C=CC=CC=1.N(C(OC(C)C)=O)=NC(OC(C)C)=O.C1(P([N:70]=[N+:71]=[N-:72])(C2C=CC=CC=2)=O)C=CC=CC=1>C(OCC)(=O)C>[Cl:1][C:2]1[C:3]([NH:21][CH3:22])=[N:4][C:5]([NH:8][C:9]2[CH:18]=[CH:17][C:12]([C:13]3[N:15]([CH3:16])[N:72]=[N:71][N:70]=3)=[CH:11][C:10]=2[O:19][CH3:20])=[N:6][CH:7]=1. Reported procedure: A mixture of 4-(5-chloro-4-(methylamino)pyrimidin-2-ylamino)-3-methoxy-N-methylbenzamide (112 mg, 0.35 mmol) and 2-pyridyl diphenylphosphine (373 mg, 1.42 mmol) was flushed with N2 for 10 min Anhydrous THF (2 mL) was added followed by dropwise addition of diisopropyl azodicarboxylate (0.28 mL, 1.42 mmol). Diphenylphosphoryl azide (0.31 mL, 1.42 mmol) was added dropwise over 5 min. The mixture was heated at 45° C. under N2 for 18 h. The mixture was diluted with ethyl acetate (20 mL) and washed wi... Starting materials: COC1=NC=NC(=C1NC(CCl)=O)OC (N-(4,6-dimethoxypyrimidin-5-yl)-chloroacetamide), N1N=C(C=C1)CCl (1-pyrazolylmethylchloride), ice, [OH-].[Na+] (NaOH). The reagents and catalysts are [Cl-].C(C1=CC=CC=C1)[N+](CC)(CC)CC (benzyltriethylammoniumchloride). Run in C(Cl)Cl (CH2Cl2). Yields the product N1N=C(C=C1)CN(C(CCl)=O)C=1C(=NC=NC1OC)OC (N-(1-Pyrazolylmethyl)-N-(4,6-dimethoxypyrimidin-5-yl)-chloroacetamide). RXN SMILES: [CH3:1][O:2][C:3]1[C:8]([NH:9][C:10](=[O:13])[CH2:11][Cl:12])=[C:7]([O:14][CH3:15])[N:6]=[CH:5][N:4]=1.[NH:16]1[CH:20]=[CH:19][C:18]([CH2:21]Cl)=[N:17]1.[OH-].[Na+]>[Cl-].C([N+](CC)(CC)CC)C1C=CC=CC=1.C(Cl)Cl>[NH:16]1[CH:20]=[CH:19][C:18]([CH2:21][N:9]([C:8]2[C:3]([O:2][CH3:1])=[N:4][CH:5]=[N:6][C:7]=2[O:14][CH3:15])[C:10](=[O:13])[CH2:11][Cl:12])=[N:17]1 |f:2.3,4.5|. Procedure: 347 g of N-(4,6-dimethoxypyrimidin-5-yl)-chloroacetamide, 60 g benzyltriethylammoniumchloride, 3 l CH2Cl2 and 252 g 1-pyrazolylmethylchloride are charged in a sulphonation flask and thereto added, quickly, 750 ml 30% aqueous NaOH (w/w) while cooling on a ice bath. The reaction temperature rises from 13° to 25°. The reaction mixture is further stirred under continued cooling on the ice bath until the temperature reaches 23°. Then the ice bath is removed and the reaction is stirred further for 2 h... Starting materials: CCCCc1nc2c(C)cc(-c3nc4ccccc4n3C)cc2n1Cc1ccc(-c2ccccc2C(=O)OC(C)(C)C)cc1, ClCCl, O=C(O)C(F)(F)F. Yields the product CCCCc1nc2c(C)cc(-c3nc4ccccc4n3C)cc2n1Cc1ccc(-c2ccccc2C(=O)O)cc1. RXN SMILES: [CH2:1]([CH2:2][CH2:3][CH3:4])[c:5]1[n:6][c:7]2[c:8]([n:9]1[CH2:10][c:11]1[cH:12][cH:13][c:14](-[c:17]3[c:18]([C:23](=[O:24])[O:25][C:26]([CH3:27])([CH3:28])[CH3:29])[cH:19][cH:20][cH:21][cH:22]3)[cH:15][cH:16]1)[cH:30][c:31](-[c:35]1[n:36][c:37]3[c:38]([n:39]1[CH3:40])[cH:41][cH:42][cH:43][cH:44]3)[cH:32][c:33]2[CH3:34].[CH2:52]([Cl:53])[Cl:54].[OH:45][C:46]([C:47]([F:48])([F:49])[F:50])=[O:51]>>[CH2:1]([CH2:2][CH2:3][CH3:4])[c:5]1[n:6][c:7]2[c:8]([n:9]1[CH2:10][c:11]1[cH:12][cH:13][c:14](-[c:17]3[c:18]([C:23](=[O:24])[OH:25])[cH:19][cH:20][cH:21][cH:22]3)[cH:15][cH:16]1)[cH:30][c:31](-[c:35]1[n:36][c:37]3[c:38]([n:39]1[CH3:40])[cH:41][cH:42][cH:43][cH:44]3)[cH:32][c:33]2[CH3:34]. Reactants: C(=O)C1C(C2C(C(C1)C2)(C)C)C ((+)-3-formylpinane), N1CCCC1 (pyrrolidine). The solvent is C(=O)O (formic acid). The product is N1(CCCC1)CC1C(C2C(C(C1)C2)(C)C)C ((+)-3-pyrrolidinomethylpinane). The yield is 73.0%. RXN SMILES: [CH:1]([CH:3]1[CH2:8][CH:7]2[CH2:9][CH:5]([C:6]2([CH3:11])[CH3:10])[CH:4]1[CH3:12])=O.[NH:13]1[CH2:17][CH2:16][CH2:15][CH2:14]1>C(O)=O>[N:13]1([CH2:1][CH:3]2[CH2:8][CH:7]3[CH2:9][CH:5]([C:6]3([CH3:11])[CH3:10])[CH:4]2[CH3:12])[CH2:17][CH2:16][CH2:15][CH2:14]1. Procedure: 33 g of (+)-3-formylpinane, 14 g of pyrrolidine and 70 g of formic acid are heated under reflux for 12 hours. Excess formic acid is then distilled off and the residue is boiled with 150 g of 25% strength aqueous potassium hydroxide solution. The amine separates out as the upper phase and is separated off and purified by fractional distillation. 31.8 g of (+)-3-pyrrolidinomethylpinane boiling at from 125° to 127° C/5 mm Hg are obtained.